Dataset: the Open Reaction Database (ORD), a public repository of structured organic reaction records. Task: describe an organic reaction: reactants, conditions, products, and yield Reactants: Br, CC(=O)O, COc1cccc(C=O)c1O. The product is O=Cc1cccc(O)c1O. RXN SMILES: [BrH:12].[CH3:13][C:14](=[O:15])[OH:16].[O:1]=[CH:2][c:3]1[c:4]([OH:5])[c:6]([O:7][CH3:8])[cH:9][cH:10][cH:11]1>>[O:1]=[CH:2][c:3]1[c:4]([OH:5])[c:6]([OH:7])[cH:9][cH:10][cH:11]1.